This data is from the Open Reaction Database (ORD), a public repository of structured organic reaction records. The task is: describe an organic reaction: reactants, conditions, products, and yield Reactants: O[C@@H]([C@@H](C(=O)N1C(OC[C@@H]1CC1=CC=CC=C1)=O)OCC)C=1C=CC2=C(C=C[C@H](O2)CC2=CC=C(C=C2)OCC2=CC(=CC=C2)F)C1 ((R)-6-{(1R, 2S)-1-Hydroxy-2-ethoxy-3-[(S)-4-benzyl-2-oxo-3-oxazolidinyl]-3-oxopropyl}-2-[4-(3-fluorobenzyloxy)benzyl]-2H-benzopyran), C(C)[SiH](CC)CC (triethylsilane). Run in FC(C(=O)O)(F)F (trifluoroacetic acid), CCOCC (ether). The product is C(C)O[C@@H](CC=1C=CC2=C(C=C[C@H](O2)CC2=CC=C(C=C2)OCC2=CC(=CC=C2)F)C1)C(=O)N1C(OC[C@@H]1CC1=CC=CC=C1)=O ((R)-6-{(S)-2-Ethoxy-3-[(S)-4-benzyl-2-oxo-3-oxazolidinyl]-3-oxopropyl}-2-[4-(3-fluorobenzyloxy) benzyl]-2H benzopyran). Isolated yield 48.3%. As a reaction SMILES: O[C@H:2]([C:22]1[CH:23]=[CH:24][C:25]2[O:30][C@H:29]([CH2:31][C:32]3[CH:37]=[CH:36][C:35]([O:38][CH2:39][C:40]4[CH:45]=[CH:44][CH:43]=[C:42]([F:46])[CH:41]=4)=[CH:34][CH:33]=3)[CH:28]=[CH:27][C:26]=2[CH:47]=1)[C@H:3]([O:19][CH2:20][CH3:21])[C:4]([N:6]1[C@@H:10]([CH2:11][C:12]2[CH:17]=[CH:16][CH:15]=[CH:14][CH:13]=2)[CH2:9][O:8][C:7]1=[O:18])=[O:5].C([SiH](CC)CC)C>FC(F)(F)C(O)=O.CCOCC>[CH2:20]([O:19][C@H:3]([C:4]([N:6]1[C@@H:10]([CH2:11][C:12]2[CH:17]=[CH:16][CH:15]=[CH:14][CH:13]=2)[CH2:9][O:8][C:7]1=[O:18])=[O:5])[CH2:2][C:22]1[CH:23]=[CH:24][C:25]2[O:30][C@H:29]([CH2:31][C:32]3[CH:33]=[CH:34][C:35]([O:38][CH2:39][C:40]4[CH:45]=[CH:44][CH:43]=[C:42]([F:46])[CH:41]=4)=[CH:36][CH:37]=3)[CH:28]=[CH:27][C:26]=2[CH:47]=1)[CH3:21]. Reported procedure: (R)-6-{(1R, 2S)-1-Hydroxy-2-ethoxy-3-[(S)-4-benzyl-2-oxo-3-oxazolidinyl]-3-oxopropyl}-2-[4-(3-fluorobenzyloxy)benzyl]-2H-benzopyran (80 mg, 0.13 mmol) was dissolved in trifluoroacetic acid (2 ml) and triethylsilane (0.20 ml) was added. After 30 minutes the solution was diluted with ether, washed with water (2×) and saturated sodium bicarbonate (2×), dried over magnesium sulfate and concentrated. The product was purified by flash chromatography (hexanes/ethyl acetate, 2:1) and obtained as an oil ... Starting materials: CCOC(C)=O, COc1cc(CNC(=O)c2ccc(S(=O)(=O)Cl)cc2)ccc1F, c1ccc2c(N3CCCCC3)c[nH]c2c1, C1COCCO1. Product: Cl, COc1cc(CNC(=O)c2ccc(S(=O)(=O)n3cc(N4CCCCC4)c4ccccc43)cc2)ccc1F. As a reaction SMILES: [CH3:45][CH2:46][O:47][C:48]([CH3:49])=[O:50].[F:16][c:17]1[c:18]([O:37][CH3:38])[cH:19][c:20]([CH2:21][NH:22][C:23](=[O:24])[c:25]2[cH:26][cH:27][c:28]([S:31](=[O:32])(=[O:33])[Cl:34])[cH:29][cH:30]2)[cH:35][cH:36]1.[N:1]1([c:7]2[cH:8][nH:9][c:10]3[cH:11][cH:12][cH:13][cH:14][c:15]23)[CH2:2][CH2:3][CH2:4][CH2:5][CH2:6]1.[O:39]1[CH2:40][CH2:41][O:42][CH2:43][CH2:44]1>>[ClH:34].[N:1]1([c:7]2[cH:8][n:9]([S:31]([c:28]3[cH:27][cH:26][c:25]([C:23]([NH:22][CH2:21][c:20]4[cH:19][c:18]([O:37][CH3:38])[c:17]([F:16])[cH:36][cH:35]4)=[O:24])[cH:30][cH:29]3)(=[O:32])=[O:33])[c:10]3[cH:11][cH:12][cH:13][cH:14][c:15]23)[CH2:2][CH2:3][CH2:4][CH2:5][CH2:6]1. Reactants: CC1=CC(=O)C(=C(C)C)CC1 (piperitenone), C[C@@H]1CC[C@H]([C@@H](C1)O)C(C)C (d,l-menthol), C1(CC(C(CC1)C(C)C)O)C (menthol). The solvent is O (water). The product is C1(CCC(CC1)C(C)C)C (p-menthane). As a reaction SMILES: [CH3:1][C:2]1[CH2:11][CH2:10][C:6](=[C:7]([CH3:9])[CH3:8])[C:4](=O)[CH:3]=1.C[C@H]1C[C@@H](O)[C@H](C(C)C)CC1.C1(C)CCC(C(C)C)C(O)C1>O>[CH:2]1([CH3:1])[CH2:11][CH2:10][CH:6]([CH:7]([CH3:9])[CH3:8])[CH2:4][CH2:3]1. Procedure details: The hydrogenation of the crude piperitenone is expediently carried out at temperatures at which as much d,l-menthol as possible is present in the menthol isomer mixture and no splitting off of water to form p-menthane takes place. Temperatures of 100° to 260°C, especially of 160° to 220°C, have proved advantageous. Product: COC(C(CC1=CC=C(C=C1)O)NC(CCC1=CC=C(C=C1)O)=O)=O (3-(4-Hydroxy-phenyl)-2-[3-(4-hydroxy-phenyl)-propionylamino]-propionic acid methyl ester). The reactants are OC1=CC=C(C=C1)CCC(=O)O (3(4-hydroxy phenyl) propionic acid), COC(C(CC1=CC=C(C=C1)O)N)=O (2-amino-3-(4-hydroxy-phenyl)-propionic acid methyl ester), C1(CCCCC1)N=C=NC1CCCCC1 (1,3-dicyclohexyl carbodiimide). Solvent: ClCCl (dichloro methane), ClCCl (dichloro methane). Reported procedure: A solution of 3(4-hydroxy phenyl) propionic acid (10 grams, 60.17 mmol) and Example 1 (11.7 grams, 60.00 mmol) in anhydrous dichloro methane (100 mL) under a nitrogen atmosphere at 0° C. is added dropwise to a solution of 1,3-dicyclohexyl carbodiimide(31 grams, 150.24 mmol) in dichloro methane (75 mL). The mixture is stirred at room temperature for 6 hours. The resulting solids are filtered off. The organic phase is washed with 5% sodium bicarbonate (2×25 mL) and water (2×25 mL), dried over sodi... As a reaction SMILES: [OH:1][C:2]1[CH:7]=[CH:6][C:5]([CH2:8][CH2:9][C:10](O)=[O:11])=[CH:4][CH:3]=1.[CH3:13][O:14][C:15](=[O:26])[CH:16]([NH2:25])[CH2:17][C:18]1[CH:23]=[CH:22][C:21]([OH:24])=[CH:20][CH:19]=1.C1(N=C=NC2CCCCC2)CCCCC1>ClCCl>[CH3:13][O:14][C:15](=[O:26])[CH:16]([NH:25][C:10](=[O:11])[CH2:9][CH2:8][C:5]1[CH:6]=[CH:7][C:2]([OH:1])=[CH:3][CH:4]=1)[CH2:17][C:18]1[CH:23]=[CH:22][C:21]([OH:24])=[CH:20][CH:19]=1. Run at time 6 hour. The reactants are N(=O)[O-].[Na+] (Sodium nitrite), [N-]=[N+]=[N-].[Na+] (Sodium azide), NC1=CC=C(C=C1)C (p-Toluidine), starch iodide. The solvent is O (water), Cl (hydrochloric acid). Run at time 20 minute. Product: N(=[N+]=[N-])C1=CC=C(C=C1)C (p-azidotoluene). As a reaction SMILES: [NH2:1][C:2]1[CH:7]=[CH:6][C:5]([CH3:8])=[CH:4][CH:3]=1.N([O-])=O.[Na+].[N-:13]=[N+:14]=[N-].[Na+]>Cl.O>[N:1]([C:2]1[CH:7]=[CH:6][C:5]([CH3:8])=[CH:4][CH:3]=1)=[N+:13]=[N-:14] |f:1.2,3.4|. Reported procedure: p-Toluidine (9.3 mM) was dissolved in hydrochloric acid (5M; 10 ml), and the mixture cooled to <0° C. Sodium nitrite (10.28 mM) was dissolved in a minimum amount of water, and this solution was added dropwise to the reaction over 30 minutes. The solution was stirred for 20 minutes, then the presence of the oxidising agent was tested for using starch/iodide paper. Sodium azide (37.38 mM) was then added slowly to the reaction mixture over a period of 1 hour (due to vigorous effervescing). The reac... Reactants: CC1([C@@H](N2[C@H](S1)[C@@H](C2=O)N)C(=O)O)C (6-aminopenicillanic acid), C(C)(C)N(CC)C(C)C (diisopropylethylamine), C(Cl)(Cl)Cl (CHCl3), COC(N1CCCCC1)OC (piperidine-carboxaldehyde dimetylacetal). Reaction conditions: temperature 0 celsius, time 1 hour. The product is Cl.CC(CCCCC)C(=O)O (heptane-2-carboxylic acid hydrochloride). Yield: 38.0%. Reaction SMILES: C[C:2]1(C)S[C@@H]2[C@H](N)C(=O)N2[C@H:3]1[C:11]([OH:13])=[O:12].C(N(C(C)C)CC)(C)C.COC(OC)N1[CH2:32][CH2:31][CH2:30][CH2:29][CH2:28]1.C(Cl)(Cl)[Cl:36]>>[ClH:36].[CH3:2][CH:3]([C:11]([OH:13])=[O:12])[CH2:32][CH2:31][CH2:30][CH2:29][CH3:28] |f:4.5|. Procedure: The dihydrochloride salt of 4-[2-(4,5,6,7-tetrahydro-1H-1,3-diazepin-S2-yl)ethyl]-piperidine (1.6 g, 5.8 mM) in methanol (12 ml) which contained MeONa (12 mM) and dimethylformamide dimethyl acetal (20 ml) was heated at 90° C. for 8 hrs. The excess of dimethylformamide dimethylacetal was removed in vacuo to give the 4-[2-(4,5,6,7-tetrahydro-1H-1,3-diazepin-2-yl)ethyl] 1-piperidinecarboxaldehyde dimethylacetal. To the mixture of 6-aminopenicillanic acid (1.1 g, 5 mM) and diisopropylethylamine (0.9... Reactants: CN(CCC=O)C(=O)Nc1nnc(C2CC2)s1, Cl, O. The product is CN1CCC(O)N(c2nnc(C3CC3)s2)C1=O. Reaction SMILES: [CH3:1][N:2]([C:3](=[O:4])[NH:5][c:6]1[s:7][c:8]([CH:11]2[CH2:12][CH2:13]2)[n:9][n:10]1)[CH2:14][CH2:15][CH:16]=[O:17].[ClH:18].[OH2:19]>>[CH3:1][N:2]1[C:3](=[O:4])[N:5]([c:6]2[s:7][c:8]([CH:11]3[CH2:12][CH2:13]3)[n:9][n:10]2)[CH:16]([OH:17])[CH2:15][CH2:14]1.